Dataset: the Open Reaction Database (ORD), a public repository of structured organic reaction records. Task: describe an organic reaction: reactants, conditions, products, and yield Starting materials: COC([C@@H](NC([C@@H](NC(CNC(=O)OCC1=CC=CC=C1)=O)CC1=CC=CC=C1)=O)CC1=CC=CC=C1)=O (Benzyloxycarbonyl-glycyl-phenylalanyl-phenylalanine Methyl Ester). Reagents/catalysts: [Pd] (palladium on carbon). Solvent: C(C)(=O)O (acetic acid). Yields the product COC([C@@H](NC([C@@H](NC(CN)=O)CC1=CC=CC=C1)=O)CC1=CC=CC=C1)=O (glycyl-phenylalanyl-phenylalanine methyl ester). Reaction SMILES: [CH3:1][O:2][C:3](=[O:38])[C@H:4]([CH2:31][C:32]1[CH:37]=[CH:36][CH:35]=[CH:34][CH:33]=1)[NH:5][C:6](=[O:30])[C@H:7]([CH2:23][C:24]1[CH:29]=[CH:28][CH:27]=[CH:26][CH:25]=1)[NH:8][C:9](=[O:22])[CH2:10][NH:11]C(OCC1C=CC=CC=1)=O>[Pd].C(O)(=O)C>[CH3:1][O:2][C:3](=[O:38])[C@H:4]([CH2:31][C:32]1[CH:37]=[CH:36][CH:35]=[CH:34][CH:33]=1)[NH:5][C:6](=[O:30])[C@H:7]([CH2:23][C:24]1[CH:25]=[CH:26][CH:27]=[CH:28][CH:29]=1)[NH:8][C:9](=[O:22])[CH2:10][NH2:11]. Reported procedure: A mixture of benzyloxycarbonyl-glycyl-phenylalanyl-phenylalanine methyl ester (1.5 g, 2.9 mmoles described in Example 1) and 5% palladium on carbon (0.15 g) in acetic acid 140 ml) is rapidly stirred under an atmosphere of hydrogen until the benzyloxycarbonyl group is removed. The mixture is filtered and the filtrate is evaporated. The residue is triturated with ether to give a precipitate of glycyl-phenylalanyl-phenylalanine methyl ester. A solution of benzyloxycarbonly-(N6 -t-butoxycarbonyl)-ly...